Dataset: the Open Reaction Database (ORD), a public repository of structured organic reaction records. Task: describe an organic reaction: reactants, conditions, products, and yield Reactants: CCS(=O)(=O)c1cnc(Cl)c([N+](=O)[O-])c1, NCC1CCOCC1. Yields the product CCS(=O)(=O)c1cnc(NCC2CCOCC2)c([N+](=O)[O-])c1. As a reaction SMILES: [Cl:1][c:2]1[n:3][cH:4][c:5]([S:11](=[O:12])(=[O:13])[CH2:14][CH3:15])[cH:6][c:7]1[N+:8](=[O:9])[O-:10].[NH2:16][CH2:17][CH:18]1[CH2:19][CH2:20][O:21][CH2:22][CH2:23]1>>[c:2]1([NH:16][CH2:17][CH:18]2[CH2:19][CH2:20][O:21][CH2:22][CH2:23]2)[n:3][cH:4][c:5]([S:11](=[O:12])(=[O:13])[CH2:14][CH3:15])[cH:6][c:7]1[N+:8](=[O:9])[O-:10]. Reactants: O=CCN1C(=CC(=C1)C(C(F)(F)F)(O)C=1C=C2C=NN(C2=CC1)C1=CC=C(C=C1)F)C#N (1-(2-oxoethyl)-4-{2,2,2-trifluoro-1-[1-(4-fluorophenyl)-1H-indazol-5-yl]-1-hydroxyethyl}-1H-pyrrole-2-carbonitrile), [O-][Mn](=O)(=O)=O.[K+] (KMnO4). The solvent is CC(=O)C.O (acetone water). Run at time 18 hour. Yields the product C(#N)C=1N(C=C(C1)C(C(F)(F)F)(O)C=1C=C2C=NN(C2=CC1)C1=CC=C(C=C1)F)CC(=O)O ((2-cyano-4-{2,2,2-trifluoro-1-[1-(4-fluorophenyl)-1H-indazol-5-yl]-1-hydroxyethyl}pyrrol-1-yl)acetic acid). Yield: 91.4%. RXN SMILES: [O:1]=[CH:2][CH2:3][N:4]1[CH:8]=[C:7]([C:9]([C:15]2[CH:16]=[C:17]3[C:21](=[CH:22][CH:23]=2)[N:20]([C:24]2[CH:29]=[CH:28][C:27]([F:30])=[CH:26][CH:25]=2)[N:19]=[CH:18]3)([OH:14])[C:10]([F:13])([F:12])[F:11])[CH:6]=[C:5]1[C:31]#[N:32].[O-:33][Mn](=O)(=O)=O.[K+]>CC(C)=O.O>[C:31]([C:5]1[N:4]([CH2:3][C:2]([OH:33])=[O:1])[CH:8]=[C:7]([C:9]([C:15]2[CH:16]=[C:17]3[C:21](=[CH:22][CH:23]=2)[N:20]([C:24]2[CH:25]=[CH:26][C:27]([F:30])=[CH:28][CH:29]=2)[N:19]=[CH:18]3)([OH:14])[C:10]([F:12])([F:13])[F:11])[CH:6]=1)#[N:32] |f:1.2,3.4|. Procedure: To a solution of 1-(2-oxoethyl)-4-{2,2,2-trifluoro-1-[1-(4-fluorophenyl)-1H-indazol-5-yl]-1-hydroxyethyl}-1H-pyrrole-2-carbonitrile (208 mg, 0.47 mmol, 1 equiv.) in 12 mL of 3:1 acetone-water was added KMnO4 (78 mg, 0.49 mmol, 1.1 equiv.). After 18 hours, the mixture was filtered through CELITE® filter aid and the filter cake washed with acetone. The filtrate was evaporated and the aqueous was diluted with water and EtOAc. The mixture was diluted with saturated aqueous ammonium chloride and extr... Starting materials: CCO, CCOC(=O)c1cnc2cc(OC)ccc2c1Cl. Product: CCOC(=O)c1cnc2cc(OC)ccc2c1, Cl. RXN SMILES: [CH3:19][CH2:20][OH:21].[CH3:1][O:2][c:3]1[cH:4][cH:5][c:6]2[c:7]([Cl:18])[c:8]([C:13](=[O:14])[O:15][CH2:16][CH3:17])[cH:9][n:10][c:11]2[cH:12]1>>[CH3:1][O:2][c:3]1[cH:4][cH:5][c:6]2[cH:7][c:8]([C:13](=[O:14])[O:15][CH2:16][CH3:17])[cH:9][n:10][c:11]2[cH:12]1.[ClH:18].